This data is from the Open Reaction Database (ORD), a public repository of structured organic reaction records. The task is: describe an organic reaction: reactants, conditions, products, and yield Reactants: [H-].[Na+] (NaH), FC1=C(N)C=CC=C1 (2-fluoroaniline), ClC1=NC2=C(C=CC=C2C=C1)C1=CC=2C(NCCC2N1)=O (2-(2-Chloroquinolin-8-yl)-6,7-dihydro-1H-pyrrolo[3,2-c]pyridin-4(5H)-one). The solvent is CN(C)C=O (DMF). Run at time 10 minute. Yields the product FC1=C(C=CC=C1)NC1=NC2=C(C=CC=C2C=C1)C1=CC=2C(NCCC2N1)=O (2-(2-((2-fluorophenyl)amino)quinolin-8-yl)-6,7-dihydro-1H-pyrrolo[3,2-c]pyridin-4(5H)-one). The yield is 22.2%. RXN SMILES: [H-].[Na+].[F:3][C:4]1[CH:10]=[CH:9][CH:8]=[CH:7][C:5]=1[NH2:6].Cl[C:12]1[CH:21]=[CH:20][C:19]2[C:14](=[C:15]([C:22]3[NH:30][C:29]4[CH2:28][CH2:27][NH:26][C:25](=[O:31])[C:24]=4[CH:23]=3)[CH:16]=[CH:17][CH:18]=2)[N:13]=1>CN(C=O)C>[F:3][C:4]1[CH:10]=[CH:9][CH:8]=[CH:7][C:5]=1[NH:6][C:12]1[CH:21]=[CH:20][C:19]2[C:14](=[C:15]([C:22]3[NH:30][C:29]4[CH2:28][CH2:27][NH:26][C:25](=[O:31])[C:24]=4[CH:23]=3)[CH:16]=[CH:17][CH:18]=2)[N:13]=1 |f:0.1|. Procedure: To NaH (60 wt % in mineral oil; 0.071 g, 1.763 mmol) in 1 mL DMF was added 2-fluoroaniline (0.196 g, 1.763 mmol). After 10 min, a clear/colorless solution resulted. 2-(2-Chloroquinolin-8-yl)-6,7-dihydro-1H-pyrrolo[3,2-c]pyridin-4(5H)-one (Example 1; 0.075 g, 0.252 mmol) was added as a solid and the reaction became dark red. After 30 min, the reaction was heated at 70° for 2 h. The reaction mixture was then cooled to RT and partitioned between saturated aq. NH4Cl and EtOAc. The organic layer was ... The yield is 59.3%. Reactants: C(C)OCCl (chloromethyl ethyl ether), COC=1C=C2C(=C(NC2=CC1)C(=O)N)OC(C)C (5-Methoxy-3-(1-methylethoxy)-1H-indole-2-carboxamide), [H-].[Na+] (sodium hydride). Yields the product C(C)OCN1C(=C(C2=CC(=CC=C12)OC)OC(C)C)C(=O)N (1-ethoxymethyl-5-methoxy-3-(1-methylethoxy)-1H-indole-2-carboxamide). As a reaction SMILES: [CH3:1][O:2][C:3]1[CH:4]=[C:5]2[C:9](=[CH:10][CH:11]=1)[NH:8][C:7]([C:12]([NH2:14])=[O:13])=[C:6]2[O:15][CH:16]([CH3:18])[CH3:17].[H-].[Na+].[CH2:21]([O:23][CH2:24]Cl)[CH3:22]>CN(C)C=O.CCCCCC>[CH2:21]([O:23][CH2:24][N:8]1[C:9]2[C:5](=[CH:4][C:3]([O:2][CH3:1])=[CH:11][CH:10]=2)[C:6]([O:15][CH:16]([CH3:18])[CH3:17])=[C:7]1[C:12]([NH2:14])=[O:13])[CH3:22] |f:1.2|. Run at temperature 0 celsius, time 20 minute. Solvent: CCCCCC (hexane), CN(C=O)C (dimethylformamide), CN(C=O)C (dimethylformamide). Procedure: 5-Methoxy-3-(1-methylethoxy)-1H-indole-2-carboxamide (328 mg, 1.32 mmol) in 5 mL of dimethylformamide is added to a suspension of sodium hydride (60% by weight) (67 mg, 1.67 mol) in 5 mL of dimethylformamide. After 1.5 hours the mixture is cooled to 0° C. and chloromethyl ethyl ether (160 μL, 1.72 mmol) is added dropwise, and the solution is stirred at 0° C. for 20 minutes and then at room temperature for 1.5 hours. The reaction mixture is diluted with 1:1 hexane:ethyl acetate and washed with br...